From a dataset of the Open Reaction Database (ORD), a public repository of structured organic reaction records. describe an organic reaction: reactants, conditions, products, and yield The reactants are C(C)(C)C=1C=C(C=O)C=C(C1O)C(C)C (3,5-diisopropyl-4-hydroxybenzaldehyde), C1(=CC=CC=C1)S(=O)(=O)CC#N (phenylsulfonly acetonitrile). Yields the product C(C)(C)C=1C=C(C=C(C1O)C(C)C)/C=C(\C#N)/S(=O)(=O)C1=CC=CC=C1 ((E)-3-(3,5-diisopropyl-4-hydroxyphenyl)-2-(phenylsulfonyl)acrylonitrile). RXN SMILES: [CH:1]([C:4]1[CH:5]=[C:6]([CH:9]=[C:10]([CH:13]([CH3:15])[CH3:14])[C:11]=1[OH:12])[CH:7]=O)([CH3:3])[CH3:2].[C:16]1([S:22]([CH2:25][C:26]#[N:27])(=[O:24])=[O:23])[CH:21]=[CH:20][CH:19]=[CH:18][CH:17]=1>>[CH:1]([C:4]1[CH:5]=[C:6](/[CH:7]=[C:25](/[S:22]([C:16]2[CH:21]=[CH:20][CH:19]=[CH:18][CH:17]=2)(=[O:23])=[O:24])\[C:26]#[N:27])[CH:9]=[C:10]([CH:13]([CH3:15])[CH3:14])[C:11]=1[OH:12])([CH3:3])[CH3:2]. Procedure: M30 was prepared with 3,5-diisopropyl-4-hydroxybenzaldehyde and phenylsulfonly acetonitrile under the similar conditions as decribed for M26. Product: CCOC(=O)C(C)Oc1cc(Cl)ccc1OCC(=O)N1CC(C)N(Cc2ccc(F)cc2)CC1C. Reaction SMILES: [CH2:48]([CH3:49])[O:50][C:51]([CH:52]([CH3:53])[OH:54])=[O:55].[Cl:1][c:2]1[cH:3][c:4]([OH:28])[c:5]([O:6][CH2:7][C:8](=[O:9])[N:10]2[CH:11]([CH3:25])[CH2:12][N:13]([CH2:17][c:18]3[cH:19][cH:20][c:21]([F:24])[cH:22][cH:23]3)[CH:14]([CH3:16])[CH2:15]2)[cH:26][cH:27]1.[O:56]1[CH2:57][CH2:58][CH2:59][CH2:60]1.[c:29]1([P:30]([c:31]2[cH:32][cH:33][cH:34][cH:35][cH:36]2)[c:37]2[cH:38][cH:39][cH:40][cH:41][cH:42]2)[cH:43][cH:44][cH:45][cH:46][cH:47]1>>[Cl:1][c:2]1[cH:3][c:4]([O:28][CH:52]([C:51]([O:50][CH2:48][CH3:49])=[O:55])[CH3:53])[c:5]([O:6][CH2:7][C:8](=[O:9])[N:10]2[CH:11]([CH3:25])[CH2:12][N:13]([CH2:17][c:18]3[cH:19][cH:20][c:21]([F:24])[cH:22][cH:23]3)[CH:14]([CH3:16])[CH2:15]2)[cH:26][cH:27]1. The reactants are CCOC(=O)C(C)O, CC1CN(C(=O)COc2ccc(Cl)cc2O)C(C)CN1Cc1ccc(F)cc1, C1CCOC1, c1ccc(P(c2ccccc2)c2ccccc2)cc1. Starting materials: C1CCOC1, CN(C)CCOc1ccc(CO)cc1, COc1cccc2[nH]nc(N(S(=O)(=O)c3ccc(Cl)s3)S(=O)(=O)c3ccc(Cl)s3)c12, CC(C)(C)OC(=O)N=NC(=O)OC(C)(C)C, c1ccc(P(c2ccccc2)c2ccccc2)cc1. Product: COc1cccc2c1c(N(S(=O)(=O)c1ccc(Cl)s1)S(=O)(=O)c1ccc(Cl)s1)nn2Cc1ccc(OCCN(C)C)cc1. RXN SMILES: [CH2:80]1[O:81][CH2:82][CH2:83][CH2:84]1.[CH3:31][N:32]([CH2:33][CH2:34][O:35][c:36]1[cH:37][cH:38][c:39]([CH2:42][OH:43])[cH:40][cH:41]1)[CH3:44].[Cl:1][c:2]1[cH:3][cH:4][c:5]([S:7](=[O:8])(=[O:9])[N:10]([c:11]2[n:12][nH:13][c:14]3[cH:15][cH:16][cH:17][c:18]([O:20][CH3:21])[c:19]23)[S:22](=[O:23])(=[O:24])[c:25]2[s:26][c:27]([Cl:30])[cH:28][cH:29]2)[s:6]1.[N:64]([C:65]([O:66][C:67]([CH3:68])([CH3:69])[CH3:70])=[O:71])=[N:72][C:73]([O:74][C:75]([CH3:76])([CH3:77])[CH3:78])=[O:79].[c:45]1([P:46]([c:47]2[cH:48][cH:49][cH:50][cH:51][cH:52]2)[c:53]2[cH:54][cH:55][cH:56][cH:57][cH:58]2)[cH:59][cH:60][cH:61][cH:62][cH:63]1>>[Cl:1][c:2]1[cH:3][cH:4][c:5]([S:7](=[O:8])(=[O:9])[N:10]([c:11]2[n:12][n:13]([CH2:42][c:39]3[cH:38][cH:37][c:36]([O:35][CH2:34][CH2:33][N:32]([CH3:31])[CH3:44])[cH:41][cH:40]3)[c:14]3[cH:15][cH:16][cH:17][c:18]([O:20][CH3:21])[c:19]23)[S:22](=[O:23])(=[O:24])[c:25]2[s:26][c:27]([Cl:30])[cH:28][cH:29]2)[s:6]1. Starting materials: CCO, [Na+], [OH-], O=S(=O)(c1ccccc1)n1ccc2cc(C#CCCN3CCC(Cc4ccccc4)CC3)ccc21. The product is C(#Cc1ccc2[nH]ccc2c1)CCN1CCC(Cc2ccccc2)CC1. As a reaction SMILES: [CH3:38][CH2:39][OH:40].[Na+:37].[OH-:36].[c:1]1([S:2](=[O:3])(=[O:4])[n:10]2[cH:11][cH:12][c:13]3[cH:14][c:15]([C:19]#[C:20][CH2:21][CH2:22][N:23]4[CH2:24][CH2:25][CH:26]([CH2:29][c:30]5[cH:31][cH:32][cH:33][cH:34][cH:35]5)[CH2:27][CH2:28]4)[cH:16][cH:17][c:18]23)[cH:5][cH:6][cH:7][cH:8][cH:9]1>>[nH:10]1[cH:11][cH:12][c:13]2[cH:14][c:15]([C:19]#[C:20][CH2:21][CH2:22][N:23]3[CH2:24][CH2:25][CH:26]([CH2:29][c:30]4[cH:31][cH:32][cH:33][cH:34][cH:35]4)[CH2:27][CH2:28]3)[cH:16][cH:17][c:18]12. Reactants: ClC1=C(C2=NC(=CC=C2O1)C)Cl (2,3-dichloro-5-methylfurano[3,2-b]pyridine), BrN1C(CCC1=O)=O (N-bromosuccinimide), C1(=CC=CC=C1)P(C1=CC=CC=C1)C1=CC=CC=C1 (Triphenylphosphine). Reagents/catalysts: C(C1=CC=CC=C1)(=O)OOC(C1=CC=CC=C1)=O (benzoyl peroxide). Solvent: C(Cl)(Cl)(Cl)Cl (CCl4), CC#N (CH3CN). Product: [Br-].ClC1=C(C2=NC(=CC=C2O1)C[P+](C1=CC=CC=C1)(C1=CC=CC=C1)C1=CC=CC=C1)Cl (((2,3-Dichlorofuro[3,2-b]pyridin-5-yl)methyl)triphenylphosphonium bromide). Yield: 74.5%. RXN SMILES: [Cl:1][C:2]1[O:10][C:9]2[C:4](=[N:5][C:6]([CH3:11])=[CH:7][CH:8]=2)[C:3]=1[Cl:12].[Br:13]N1C(=O)CCC1=O.[C:21]1([P:27]([C:34]2[CH:39]=[CH:38][CH:37]=[CH:36][CH:35]=2)[C:28]2[CH:33]=[CH:32][CH:31]=[CH:30][CH:29]=2)[CH:26]=[CH:25][CH:24]=[CH:23][CH:22]=1>C(Cl)(Cl)(Cl)Cl.CC#N.C(OOC(=O)C1C=CC=CC=1)(=O)C1C=CC=CC=1>[Br-:13].[Cl:1][C:2]1[O:10][C:9]2[C:4](=[N:5][C:6]([CH2:11][P+:27]([C:28]3[CH:29]=[CH:30][CH:31]=[CH:32][CH:33]=3)([C:34]3[CH:39]=[CH:38][CH:37]=[CH:36][CH:35]=3)[C:21]3[CH:22]=[CH:23][CH:24]=[CH:25][CH:26]=3)=[CH:7][CH:8]=2)[C:3]=1[Cl:12] |f:6.7|. Reported procedure: To a solution of 2,3-dichloro-5-methylfurano[3,2-b]pyridine (0.5 g, 2.47 mmol) in CCl4 (15 mL) was added N-bromosuccinimide (0.44 g, 2.47 mmol) and benzoyl peroxide (2 mg). The mixture was stirred and photolyzed using a sun lamp for 1 hr. The resulting mixture was cooled and filtered through celite. Evaporation of the filtrate gave an oil which was then dissolved in CH3CN (10 mL). Triphenylphosphine (1.29 g, 4.94 mmol) was added and the mixture was stirred at r.t. for 20 hr. The solvent was remo... Reactants: C1(CC1)NC(NC1=CC(=C(OC2=C3C(=NC=C2)C=C(S3)C3=CC=C(C=N3)CN(C3CN(C3)C(=O)OC(C)(C)C)CC(=O)OCC)C=C1)F)=O (tert-butyl 3-(((6-(7-(4-(3-cyclopropylureido)-2-fluorophenoxy)thieno[3,2-b]pyridin-2-yl)pyridin-3-yl)methyl)(2-ethoxy-2-oxoethyl)amino)azetidine-1-carboxylate), Cl (HCl), O1CCOCC1 (1,4-dioxane). Run in C(Cl)Cl (DCM). Reaction conditions: time 6 hour. The product is N1CC(C1)N(CC(=O)OCC)CC=1C=NC(=CC1)C1=CC2=NC=CC(=C2S1)OC1=C(C=C(C=C1)NC(=O)NC1CC1)F (ethyl 2-(azetidin-3-yl-((6-(7-(4-(3-cyclopropylureido)-2-fluorophenoxy)thieno[3,2-b]pyridin-2-yl)pyridin-3-yl)methyl)amino)acetate), hydrochloride salt. Reaction SMILES: [CH:1]1([NH:4][C:5](=[O:49])[NH:6][C:7]2[CH:47]=[CH:46][C:10]([O:11][C:12]3[CH:17]=[CH:16][N:15]=[C:14]4[CH:18]=[C:19]([C:21]5[N:26]=[CH:25][C:24]([CH2:27][N:28]([CH2:40][C:41]([O:43][CH2:44][CH3:45])=[O:42])[CH:29]6[CH2:32][N:31](C(OC(C)(C)C)=O)[CH2:30]6)=[CH:23][CH:22]=5)[S:20][C:13]=34)=[C:9]([F:48])[CH:8]=2)[CH2:3][CH2:2]1.Cl.O1CCOCC1>C(Cl)Cl>[NH:31]1[CH2:30][CH:29]([N:28]([CH2:27][C:24]2[CH:25]=[N:26][C:21]([C:19]3[S:20][C:13]4[C:14](=[N:15][CH:16]=[CH:17][C:12]=4[O:11][C:10]4[CH:46]=[CH:47][C:7]([NH:6][C:5]([NH:4][CH:1]5[CH2:2][CH2:3]5)=[O:49])=[CH:8][C:9]=4[F:48])[CH:18]=3)=[CH:22][CH:23]=2)[CH2:40][C:41]([O:43][CH2:44][CH3:45])=[O:42])[CH2:32]1. Procedure: To a solution of 431 (93 mg, 0.135 mmol) in DCM (5 mL) was added 4M HCl in 1,4-dioxane solution (0.17 mL, 0.675 mmol) and stirred at RT for 6 h. The mixture was then concentrated to afford the title compound 432 (presumably the hydrochloride salt) as beige solid which was used in the next step with no additional purification. 1H NMR (400 MHz, DMSO-d6) δ (ppm): 9.13 (s, 1H), 8.98-8.86 (m, 1H), 8.78-8.66 (m, 1H), 8.69 (d, J=6.0 Hz, 1H), 8.63 (d, J=1.2 Hz, 1H), 8.40 (s, 1H), 8.34 (d, J=8.4 Hz, 1H),...